Dataset: the Open Reaction Database (ORD), a public repository of structured organic reaction records. Task: describe an organic reaction: reactants, conditions, products, and yield The reactants are CCOc1nc(OC2CC3C(=O)NC4(C(=O)O)CC4C=CCCCCN(C)C(=O)C3C2)c2ccc(OC)c(C)c2n1, NS(=O)(=O)C1CC1. The product is CCOc1nc(OC2CC3C(=O)NC4(C(=O)NS(=O)(=O)C5CC5)CC4C=CCCCCN(C)C(=O)C3C2)c2ccc(OC)c(C)c2n1. Reaction SMILES: [CH2:1]([CH3:2])[O:3][c:4]1[n:5][c:6]2[c:7]([CH3:41])[c:8]([O:39][CH3:40])[cH:9][cH:10][c:11]2[c:12]([O:14][CH:15]2[CH2:16][CH:17]3[C:18](=[O:38])[N:19]([CH3:37])[CH2:20][CH2:21][CH2:22][CH2:23][CH:24]=[CH:25][CH:26]4[CH2:27][C:28]4([C:34](=[O:35])[OH:36])[NH:29][C:30](=[O:33])[CH:31]3[CH2:32]2)[n:13]1.[CH:42]1([S:45](=[O:46])(=[O:47])[NH2:48])[CH2:43][CH2:44]1>>[CH2:1]([CH3:2])[O:3][c:4]1[n:5][c:6]2[c:7]([CH3:41])[c:8]([O:39][CH3:40])[cH:9][cH:10][c:11]2[c:12]([O:14][CH:15]2[CH2:16][CH:17]3[C:18](=[O:38])[N:19]([CH3:37])[CH2:20][CH2:21][CH2:22][CH2:23][CH:24]=[CH:25][CH:26]4[CH2:27][C:28]4([C:34](=[O:36])[NH:48][S:45]([CH:42]4[CH2:43][CH2:44]4)(=[O:46])=[O:47])[NH:29][C:30](=[O:33])[CH:31]3[CH2:32]2)[n:13]1.